This data is from the Open Reaction Database (ORD), a public repository of structured organic reaction records. The task is: describe an organic reaction: reactants, conditions, products, and yield Reactants: B(Br)(Br)Br (BBr3), S(C)C (SMe2), COC=1C=C2CC(NC2=CC1)=O (5-Methoxyindolin-2-one). Run in ClCCCl (1,2-dichloroethane). Product: OC=1C=C2CC(NC2=CC1)=O (5-Hydroxyindolin-2-one). Isolated yield 52.5%. As a reaction SMILES: B(Br)(Br)Br.S(C)C.C[O:9][C:10]1[CH:11]=[C:12]2[C:16](=[CH:17][CH:18]=1)[NH:15][C:14](=[O:19])[CH2:13]2>ClCCCl>[OH:9][C:10]1[CH:11]=[C:12]2[C:16](=[CH:17][CH:18]=1)[NH:15][C:14](=[O:19])[CH2:13]2. Procedure: An oven-dried flask was charged with BBr3.SMe2 (2.80 g, 9.20 mmol) and 1,2-dichloroethane (15 mL). 5-Methoxyindolin-2-one (0.30 g, 1.84 mmol) was then added and the mixture was heated to reflux for 18 hours. The reaction was then cooled to room temperature and quenched with MeOH (1.0 mL). The mixture was then extracted into EtOAc washing with brine (3×). The organic layer was dried over MgSO4, filtered and the solvent removed in vacuo; the resulting residue was then purified by column chromatogr... The yield is 45.9%. Yields the product IC(C)OC(C(C)C)=O (1-iodoethyl-2-methylpropanoate). As a reaction SMILES: Cl[CH:2]([O:4][C:5](=[O:9])[CH:6]([CH3:8])[CH3:7])[CH3:3].[Na+].[I-:11]>CC#N>[I:11][CH:2]([O:4][C:5](=[O:9])[CH:6]([CH3:8])[CH3:7])[CH3:3] |f:1.2|. Procedure details: To a solution of the chloro compound from Step 1 (2.6 g, 17.3 mmol) in CH3CN (20 mL) at r.t. was added NaI (2.85 g, 19 mmol). The flask was covered with Al foil and the reaction was stirred ON at r.t. The orange suspension was filtered and the filtrate was evaporated to dryness. The crude product was dissolved in Et2O/H2O and the organic phase was washed with aqueous sodium metabisulfite and brine. After drying (MgSO4), filtering, and removal of solvent, a pale brown oil (1.92 g) was obtained. Solvent: CC#N (CH3CN). Starting materials: ClC(C)OC(C(C)C)=O (1-chloroethyl-2-methylpropanoate), [Na+].[I-] (NaI). Starting materials: CCOC=C1SC(=S)N(CC(=O)O)C1=O, C=CCN, CCO. Product: C=CCNC=C1SC(=S)N(CC(=O)O)C1=O. Reaction SMILES: [C:5](=[O:6])([OH:7])[CH2:8][N:9]1[C:10](=[S:19])[S:11][C:12](=[CH:15][O:16][CH2:17][CH3:18])[C:13]1=[O:14].[CH2:1]([CH:2]=[CH2:3])[NH2:4].[CH3:20][CH2:21][OH:22]>>[CH2:1]([CH:2]=[CH2:3])[NH:4][CH:15]=[C:12]1[S:11][C:10](=[S:19])[N:9]([CH2:8][C:5](=[O:6])[OH:7])[C:13]1=[O:14]. Reactants: BrCc1ccccc1, [K+], C1COCCOCCOCCOCCOCCO1, C1CCOC1, [OH-], CC(C)(C)OC(=O)N1CCC(CO)(CO)CC1. Yields the product CC(C)(C)OC(=O)N1CCC(CO)(COCc2ccccc2)CC1. RXN SMILES: [Br:38][CH2:39][c:40]1[cH:41][cH:42][cH:43][cH:44][cH:45]1.[K+:2].[O:20]1[CH2:21][CH2:22][O:23][CH2:24][CH2:25][O:26][CH2:27][CH2:28][O:29][CH2:30][CH2:31][O:32][CH2:33][CH2:34][O:35][CH2:36][CH2:37]1.[O:46]1[CH2:47][CH2:48][CH2:49][CH2:50]1.[OH-:1].[OH:3][CH2:4][C:5]1([CH2:18][OH:19])[CH2:6][CH2:7][N:8]([C:11](=[O:12])[O:13][C:14]([CH3:15])([CH3:16])[CH3:17])[CH2:9][CH2:10]1>>[OH:3][CH2:4][C:5]1([CH2:18][O:19][CH2:39][c:40]2[cH:41][cH:42][cH:43][cH:44][cH:45]2)[CH2:6][CH2:7][N:8]([C:11](=[O:12])[O:13][C:14]([CH3:15])([CH3:16])[CH3:17])[CH2:9][CH2:10]1. The reagents and catalysts are [Pd] (palladium on activated carbon). Run in CCO (EtOH). Reaction conditions: time 2.5 hour. Reactants: CN1CCC(CC1)OC=1C=C(C(=CC1)[N+](=O)[O-])C1=CC=CC=C1 (1-methyl-4-(6-nitrobiphenyl-3-yloxy)piperidine). Reaction SMILES: [CH3:1][N:2]1[CH2:7][CH2:6][CH:5]([O:8][C:9]2[CH:10]=[C:11]([C:18]3[CH:23]=[CH:22][CH:21]=[CH:20][CH:19]=3)[C:12]([N+:15]([O-])=O)=[CH:13][CH:14]=2)[CH2:4][CH2:3]1>CCO.[Pd]>[CH3:1][N:2]1[CH2:3][CH2:4][CH:5]([O:8][C:9]2[CH:14]=[CH:13][C:12]([NH2:15])=[C:11]([C:18]3[CH:23]=[CH:22][CH:21]=[CH:20][CH:19]=3)[CH:10]=2)[CH2:6][CH2:7]1. Procedure details: To a solution of 5-fluoro-2-nitrobiphenyl (0.86 mmol) in toluene/aq.KOH (2 mL/2 mL) are added 1-methylpiperidin-4-ol (1.1 mmol) and TBAB (0.17 mmol) at room temperature. After stirred at 70° C. overnight, the reaction mixture is diluted with AcOEt and water, and extracted with AcOEt (×2). The combined organic extracts are dried over Na2SO4, filtered, and concentrated in vacuo. The residue is purified by silica gel column chromatography (CH2Cl2:MeOH=10:1) to give 1-methyl-4-(6-nitrobiphenyl-3-ylo... Product: CN1CCC(CC1)OC=1C=CC(=C(C1)C1=CC=CC=C1)N (5-(1-Methylpiperidin-4-yloxy)biphenyl-2-ylamine). The reactants are C(C)OC(C(C1=C(C=C(C=C1)OC)F)OCC)=O ((RS)-ethoxy-(2-fluoro-4-methoxy-phenyl)-acetic acid ethyl ester), [OH-].[Na+] (NaOH). The solvent is [Na+].[Cl-] (NaCl), P(=O)([O-])([O-])[O-].[Na+].[Na+].[Na+] (Natriumphosphat). Reaction conditions: time 4 day. The product is C(C)OC([C@@H](C1=C(C=C(C=C1)OC)F)OCC)=O ((R)-ethoxy-(2-fluoro-4-methoxy-phenyl)-acetic acid ethyl ester). Yield: 29.7%. As a reaction SMILES: [CH2:1]([O:3][C:4](=[O:18])[CH:5]([O:15][CH2:16][CH3:17])[C:6]1[CH:11]=[CH:10][C:9]([O:12][CH3:13])=[CH:8][C:7]=1[F:14])[CH3:2].[OH-].[Na+]>[Na+].[Cl-].P([O-])([O-])([O-])=O.[Na+].[Na+].[Na+]>[CH2:1]([O:3][C:4](=[O:18])[C@H:5]([O:15][CH2:16][CH3:17])[C:6]1[CH:11]=[CH:10][C:9]([O:12][CH3:13])=[CH:8][C:7]=1[F:14])[CH3:2] |f:1.2,3.4,5.6.7.8|. Reported procedure: An emulsion of (RS)-ethoxy-(2-fluoro-4-methoxy-phenyl)-acetic acid ethyl ester (1.11 g) in 0.1M NaCl, 3 mM Natriumphosphat buffer pH 7.0 (260 ml) was cooled to 4–5° C. and treated with lipase from Rhizomucor miehei. The reaction mixture was stirred for 4 days at 4–5° while maintaining the pH at 7 by gradual addition of 0.1N NaOH (totally 25.5 ml), then extracted with CH2Cl2 and then EtOAc. The organic layers were dried over Na2SO4, then concentrated to give (R)-ethoxy-(2-fluoro-4-methoxy-phenyl)... The reactants are O=C([O-])[O-], Cc1ccc(S(=O)(=O)OCC2CO2)cc1, CN(C)C=O, CC1C(Nc2cn[nH]c(=O)c2Cl)CC2CC1C2(C)C, [K+], [K+], O. Yields the product CC1C(Nc2cnn(CC3CO3)c(=O)c2Cl)CC2CC1C2(C)C. As a reaction SMILES: [C:35](=[O:36])([O-:37])[O-:38].[CH3:20][c:21]1[cH:22][cH:23][c:24]([S:25]([O:26][CH2:31][CH:32]2[O:33][CH2:34]2)(=[O:27])=[O:28])[cH:29][cH:30]1.[CH3:42][N:43]([CH3:44])[CH:45]=[O:46].[Cl:1][c:2]1[c:3](=[O:19])[nH:4][n:5][cH:6][c:7]1[NH:8][CH:9]1[CH:10]([CH3:18])[CH:11]2[C:12]([CH3:16])([CH3:17])[CH:13]([CH2:14]1)[CH2:15]2.[K+:39].[K+:40].[OH2:41]>>[Cl:1][c:2]1[c:3](=[O:19])[n:4]([CH2:31][CH:32]2[O:33][CH2:34]2)[n:5][cH:6][c:7]1[NH:8][CH:9]1[CH:10]([CH3:18])[CH:11]2[C:12]([CH3:16])([CH3:17])[CH:13]([CH2:14]1)[CH2:15]2.